This data is from the Open Reaction Database (ORD), a public repository of structured organic reaction records. The task is: describe an organic reaction: reactants, conditions, products, and yield Reactants: ClC1=NC=C(C(=N1)Cl)F (2,4-dichloro-5-fluoropyrimidine), ClC=1C=C(N)C=C(C1O)C (3-chloro-4-hydroxy-5-methylaniline). The product is ClC=1C=C(C=C(C1O)C)NC1=NC=C(C(=N1)NC1=CC(=C(C(=C1)C)O)Cl)F (N2,N4-bis-(3-chloro-4-hydroxy-5-methylphenyl)-5-fluoro-2,4-pyrimidinediamine). RXN SMILES: Cl[C:2]1[N:7]=[C:6](Cl)[C:5]([F:9])=[CH:4][N:3]=1.[Cl:10][C:11]1[CH:12]=[C:13]([CH:15]=[C:16]([CH3:19])[C:17]=1[OH:18])[NH2:14]>>[Cl:10][C:11]1[CH:12]=[C:13]([NH:14][C:2]2[N:7]=[C:6]([NH:14][C:13]3[CH:15]=[C:16]([CH3:19])[C:17]([OH:18])=[C:11]([Cl:10])[CH:12]=3)[C:5]([F:9])=[CH:4][N:3]=2)[CH:15]=[C:16]([CH3:19])[C:17]=1[OH:18]. Procedure details: In like manner to the preparation of N2,N4-bis(3-hydroxyphenyl)-5-fluoro-2,4-pyrimidinediamine, the reaction of 2,4-dichloro-5-fluoropyrimidine with 3-chloro-4-hydroxy-5-methylaniline gave N2,N4-bis-(3-chloro-4-hydroxy-5-methylphenyl)-5-fluoro-2,4-pyrimidinediamine. LCMS: ret. time: 20.55 min.; purity: 99%; MS (m/e): 410 (MH+); 1H NMR (DMSO-d6): δ 9.23 (1H, s), 9.07 (1H, s), 8.99 (1H, s), 8.66 (1H, s), 8.13 (1H, d, J=3.6 Hz), 7.59 (2H, t, J=3.1 Hz), 7.50 (1H, d, J=2.3 Hz), 7.34 (1H, d, J=2.3 Hz)... The reactants are [H][H] (hydrogen), C(C)(C)C1=C(C(=CC=C1)C(C)C)N=C=NC1=C(C=CC=C1C(C)C)C(C)C (bis(2,6-diisopropylphenyl)carbodiimide), C1CCOC1 (THF), CC1(CC(CC(N1[O])(C)C)O)C (4-Hydroxy-2,2,6,6-tetramethylpiperidine-N-oxyl), Pt, C1CCOC1 (THF), [H][H] (hydrogen). Conditions: temperature 55 celsius. Yields the product C(C)(C)C1=C(C(=CC=C1)C(C)C)NC(ON1C(CC(CC1(C)C)O)(C)C)=NC1=C(C=CC=C1C(C)C)C(C)C (1,3-bis(2,6-diisopropyl-phenyl)-2-(4-hydroxy-2,2,6,6-tetramethylpiperidin-1-yl)-isourea). Reaction SMILES: [CH3:1][C:2]1([CH3:12])[N:7]([O])[C:6]([CH3:10])([CH3:9])[CH2:5][CH:4]([OH:11])[CH2:3]1.[H][H].[CH:15]([C:18]1[CH:23]=[CH:22][CH:21]=[C:20]([CH:24]([CH3:26])[CH3:25])[C:19]=1[N:27]=[C:28]=[N:29][C:30]1[C:35]([CH:36]([CH3:38])[CH3:37])=[CH:34][CH:33]=[CH:32][C:31]=1[CH:39]([CH3:41])[CH3:40])([CH3:17])[CH3:16].C1C[O:45]CC1>>[CH:36]([C:35]1[CH:34]=[CH:33][CH:32]=[C:31]([CH:39]([CH3:41])[CH3:40])[C:30]=1[NH:29][C:28](=[N:27][C:19]1[C:20]([CH:24]([CH3:26])[CH3:25])=[CH:21][CH:22]=[CH:23][C:18]=1[CH:15]([CH3:17])[CH3:16])[O:45][N:7]1[C:2]([CH3:12])([CH3:1])[CH2:3][CH:4]([OH:11])[CH2:5][C:6]1([CH3:10])[CH3:9])([CH3:38])[CH3:37] |^1:4|. Reported procedure: 4-Hydroxy-2,2,6,6-tetramethylpiperidine-N-oxyl (5.16 g, 30 mmol) is dissolved in THF (40 ml) and hydrogenated in the presence of 0.08 g Pt (5% on carbon) catalyst using 4 bar hydrogen pressure. The hydrogen uptake stops after approximately one hour. The reaction mixture is then filtered and mixed with the solution of bis(2,6-diisopropylphenyl)carbodiimide (3.8 g, 10.5 mmol) in THF (30 ml). The solution is heated under argon at 55° C. for 6 hours, concentrated, the residue dissolved in dichlorome... Reactants: CC(C)(C)OC(NC1C(CCC1)N)=O ((1RS,2SR)-2-aminocyclopentyl-carbamic acid 1,1-dimethylethyl ester), C(C)(=O)O (acetic acid), C1(CCCC1)=O (cyclopentanone), C(#N)[BH3-].[Na+] (sodium cyanoborohydride). Run in CO (methanol). Run at temperature 50 celsius. Yields the product C(C)(C)(C)OC(NC1C(CCC1)NC1CCCC1)=O (((1RS,2SR)-2-Cyclopentylamino-cyclopentyl)-carbamic acid tert-butyl ester). The yield is 58.2%. RXN SMILES: [CH3:1][C:2]([O:5][C:6](=[O:14])[NH:7][CH:8]1[CH2:12][CH2:11][CH2:10][CH:9]1[NH2:13])([CH3:4])[CH3:3].C(O)(=O)C.[C:19]1(=O)[CH2:23][CH2:22][CH2:21][CH2:20]1.C([BH3-])#N.[Na+]>CO>[C:2]([O:5][C:6](=[O:14])[NH:7][CH:8]1[CH2:12][CH2:11][CH2:10][CH:9]1[NH:13][CH:19]1[CH2:23][CH2:22][CH2:21][CH2:20]1)([CH3:1])([CH3:3])[CH3:4] |f:3.4|. Reported procedure: To a solution of [(1RS,2SR)-2-aminocyclopentyl-carbamic acid 1,1-dimethylethyl ester (CAS 365996-19-6) (500 mg, 2.497 mmol) in 10 ml methanol was added acetic acid (0.714 ml, 12.49 mmol) and cyclopentanone (0.665 ml, 7.491 mmol). The mixture was heated in a 50° C. oil bath for 1.5 hour. The solution was cooled to room temperature and sodium cyanoborohydride (370 mg, 5.0 mmol) was added portionwise. The mixture was heated in a 50° C. oil bath for 2.5 hours. The solution was cooled in an ice bath ...